This data is from the Open Reaction Database (ORD), a public repository of structured organic reaction records. The task is: describe an organic reaction: reactants, conditions, products, and yield The reactants are CO, C=C1CC(CO)C(c2cccc(F)c2)C1. Product: O=C1CC(CO)C(c2cccc(F)c2)C1. As a reaction SMILES: [CH3:16][OH:17].[OH:1][CH2:2][CH:3]1[CH:4]([c:9]2[cH:10][c:11]([F:15])[cH:12][cH:13][cH:14]2)[CH2:5][C:6](=[CH2:8])[CH2:7]1>>[OH:1][CH2:2][CH:3]1[CH:4]([c:9]2[cH:10][c:11]([F:15])[cH:12][cH:13][cH:14]2)[CH2:5][C:6](=[O:17])[CH2:7]1.